This data is from the Open Reaction Database (ORD), a public repository of structured organic reaction records. The task is: describe an organic reaction: reactants, conditions, products, and yield Reactants: N1(CCCCC1)C1=CC(=C(C=C1)NC(=O)C=1C=C(CSCCC(=O)OC)C=CC1)C(=O)C=1NC2=CC(=CC=C2C1)C(F)(F)F (methyl 3-(3-((4-(piperidin-1-yl)-2-(6-(trifluoromethyl)-1H-indole-2-carbonyl)phenyl)carbamoyl)benzylthio)-propanoate), O.[OH-].[Li+] (lithium hydroxide hydrate). The solvent is O (water), O (water), O1CCCC1 (tetrahydrofuran). Conditions: temperature 15 celsius, time 8 hour. The product is N1(CCCCC1)C1=CC(=C(C=C1)NC(=O)C=1C=C(CSCCC(=O)O)C=CC1)C(=O)C=1NC2=CC(=CC=C2C1)C(F)(F)F (3-(3-((4-(Piperidin-1-yl)-2-(6-(trifluoromethyl)-1H-indole-2-carbonyl)-phenyl)-carbamoyl)benzylthio)propanoic acid). Reaction SMILES: [N:1]1([C:7]2[CH:12]=[CH:11][C:10]([NH:13][C:14]([C:16]3[CH:17]=[C:18]([CH:27]=[CH:28][CH:29]=3)[CH2:19][S:20][CH2:21][CH2:22][C:23]([O:25]C)=[O:24])=[O:15])=[C:9]([C:30]([C:32]3[NH:33][C:34]4[C:39]([CH:40]=3)=[CH:38][CH:37]=[C:36]([C:41]([F:44])([F:43])[F:42])[CH:35]=4)=[O:31])[CH:8]=2)[CH2:6][CH2:5][CH2:4][CH2:3][CH2:2]1.O.[OH-].[Li+]>O1CCCC1.O>[N:1]1([C:7]2[CH:12]=[CH:11][C:10]([NH:13][C:14]([C:16]3[CH:17]=[C:18]([CH:27]=[CH:28][CH:29]=3)[CH2:19][S:20][CH2:21][CH2:22][C:23]([OH:25])=[O:24])=[O:15])=[C:9]([C:30]([C:32]3[NH:33][C:34]4[C:39]([CH:40]=3)=[CH:38][CH:37]=[C:36]([C:41]([F:43])([F:44])[F:42])[CH:35]=4)=[O:31])[CH:8]=2)[CH2:6][CH2:5][CH2:4][CH2:3][CH2:2]1 |f:1.2.3|. Procedure: Into a 50 mL round bottom flask, was placed a solution of methyl 3-(3-((4-(piperidin-1-yl)-2-(6-(trifluoromethyl)-1H-indole-2-carbonyl)phenyl)carbamoyl)benzylthio)-propanoate (60 mg, 0.10 mmol, 1.00 equiv) in tetrahydrofuran (5 mL), and a solution of lithium hydroxide hydrate (100 mg, 2.50 mmol, 26.00 equiv) in water (2 mL). The solution was stirred overnight at 15° C. The solution was then diluted with 30 mL of water. The mixture was washed with 1×20 mL of ethyl acetate. The pH value of the sol... Starting materials: NC1=CC=C(C=C1)O (4-aminophenol), OC1=CC2=CC=C(C=C2C=C1)O (2,6-dihydroxynaphthalene), S([O-])(O)=O.[Na+] (sodium bisulfite). Run in O (H2O), O (H2O). The product is OC1=CC=C(C=C1)NC=1C=C2C=CC(=CC2=CC1)O (6-[(4-Hydroxyphenyl)amino]-2-naphthalenol). Isolated yield 31.1%. Reaction SMILES: [NH2:1][C:2]1[CH:7]=[CH:6][C:5]([OH:8])=[CH:4][CH:3]=1.[OH:9][C:10]1[CH:19]=[CH:18][C:17]2[C:12](=[CH:13][CH:14]=[C:15](O)[CH:16]=2)[CH:11]=1.S(=O)(O)[O-].[Na+]>O>[OH:8][C:5]1[CH:6]=[CH:7][C:2]([NH:1][C:15]2[CH:16]=[C:17]3[C:12](=[CH:13][CH:14]=2)[CH:11]=[C:10]([OH:9])[CH:19]=[CH:18]3)=[CH:3][CH:4]=1 |f:2.3|. Procedure details: A mixture of 300 mg (2.75 mmol, Aldrich) of 4-aminophenol, 1.5 g (90%, 8.4 mmol, Aldrich) of 2,6-dihydroxynaphthalene and 1.0 g (9.6 mmol, Aldrich) of sodium bisulfite in 30 ml of H2O was refluxed for 18 hours. The reaction mixture was cooled, added to 30 ml of H2O and extracted with two 25 ml portions of ethyl aetate. The organic extracts were combined, dried (MgSO4), and concentrated in vacuo to give a solid. The crude solid was purified by flash chromatography (15×5.0 cm, 1:2 EtOAc/pet ether)... Starting materials: C(CN)N (ethylenediamine), C(#N)NC(SC)=NC (N-cyano-N',S-dimethylisothiourea), ClCC=1SC=CN1 (2-chloromethylthiazole), S1C(=NC=C1)CNCCN (N-(2-thiazolylmethyl)ethylenediamine). The product is C(#N)NC(=NCCNCC=1SC=CN1)NC (N-cyano-N'-methyl-N"-[2-(2-thiazolylmethylamino)ethyl]guanidine). Reaction SMILES: C(N)CN.ClCC1SC=CN=1.[S:12]1[CH:16]=[CH:15][N:14]=[C:13]1[CH2:17][NH:18][CH2:19][CH2:20][NH2:21].[C:22]([NH:24][C:25](=[N:28][CH3:29])SC)#[N:23]>>[C:22]([NH:24][C:25]([NH:28][CH3:29])=[N:21][CH2:20][CH2:19][NH:18][CH2:17][C:13]1[S:12][CH:16]=[CH:15][N:14]=1)#[N:23]. Reported procedure: Reacting ethylenediamine with 2-chloromethylthiazole by the procedure of Example 34, then reacting the resulting N-(2-thiazolylmethyl)ethylenediamine with N-cyano-N',S-dimethylisothiourea by the procedure of Example 3(a), gives N-cyano-N'-methyl-N"-[2-(2-thiazolylmethylamino)ethyl]guanidine. Hydrolysis of this compound by the procedure of Example 3(e) gives N-methyl-N'-[2-(2-thiazolylmethylamino)ethyl]guanidine trihydrochloride. Starting materials: [BH4-], O=C(CCCl)c1ccc(Br)cc1, [Na+], C1CCOC1, O. Product: OC(CCCl)c1ccc(Br)cc1. As a reaction SMILES: [BH4-:13].[Br:1][c:2]1[cH:3][cH:4][c:5]([C:8]([CH2:9][CH2:10][Cl:11])=[O:12])[cH:6][cH:7]1.[Na+:14].[O:15]1[CH2:16][CH2:17][CH2:18][CH2:19]1.[OH2:20]>>[Br:1][c:2]1[cH:3][cH:4][c:5]([CH:8]([CH2:9][CH2:10][Cl:11])[OH:12])[cH:6][cH:7]1.